Dataset: the Open Reaction Database (ORD), a public repository of structured organic reaction records. Task: describe an organic reaction: reactants, conditions, products, and yield Starting materials: COC(=O)CCCC1CCCCN1S(=O)(=O)c1ccccc1C(F)(F)F, CO, [Li+], [OH-], O. Yields the product O=C(O)CCCC1CCCCN1S(=O)(=O)c1ccccc1C(F)(F)F. RXN SMILES: [CH3:1][O:2][C:3]([CH2:4][CH2:5][CH2:6][CH:7]1[N:8]([S:13](=[O:14])(=[O:15])[c:16]2[c:17]([C:22]([F:23])([F:24])[F:25])[cH:18][cH:19][cH:20][cH:21]2)[CH2:9][CH2:10][CH2:11][CH2:12]1)=[O:26].[CH3:30][OH:31].[Li+:27].[OH-:28].[OH2:29]>>[O:2]=[C:3]([CH2:4][CH2:5][CH2:6][CH:7]1[N:8]([S:13](=[O:14])(=[O:15])[c:16]2[c:17]([C:22]([F:23])([F:24])[F:25])[cH:18][cH:19][cH:20][cH:21]2)[CH2:9][CH2:10][CH2:11][CH2:12]1)[OH:26]. Reactants: CC(=O)C.OS(=O)(=O)O.O=[Cr](=O)=O (Jones reagent), FC(C=1C=C(C=CC1)N1N=CC(=C1)C=O)(F)F (1-(m-trifluoromethylphenyl)pyrazole-4-carboxaldehyde), S(O)(O)(=O)=O (sulfuric acid), CC(=O)C (acetone), CC(=O)C.OS(=O)(=O)O.O=[Cr](=O)=O (Jones reagent), CC(=O)C.OS(=O)(=O)O.O=[Cr](=O)=O (Jones reagent). Reagents/catalysts: [O-2].[O-2].[O-2].[Cr+6] (chromium trioxide). The solvent is O (water). Conditions: time 20 minute. Product: FC(C=1C=C(C=CC1)N1N=CC(=C1)C(=O)O)(F)F (1-(m-trifluoromethylphenyl)pyrazole-4-carboxylic acid). The yield is 89.0%. RXN SMILES: [F:1][C:2]([F:17])([F:16])[C:3]1[CH:4]=[C:5]([N:9]2[CH:13]=[C:12]([CH:14]=[O:15])[CH:11]=[N:10]2)[CH:6]=[CH:7][CH:8]=1.CC(C)=[O:20].CC(C)=O.OS(O)(=O)=O.O=[Cr](=O)=O.S(=O)(=O)(O)O>[O-2].[O-2].[O-2].[Cr+6].O>[F:17][C:2]([F:1])([F:16])[C:3]1[CH:4]=[C:5]([N:9]2[CH:13]=[C:12]([C:14]([OH:20])=[O:15])[CH:11]=[N:10]2)[CH:6]=[CH:7][CH:8]=1 |f:2.3.4,6.7.8.9|. Reported procedure: Into a 500 ml. Erlenmeyer flask, fitted with a thermometer and a magnetic stirrer, containing a solution of 8.3 g. (0.0346 M.) of 1-(m-trifluoromethylphenyl)pyrazole-4-carboxaldehyde in 300 ml. of acetone is slowly added 20.0 ml. of Jones reagent (prepared by dissolving 26.7 g. of chromium trioxide in 23.0 ml. of concentrated sulfuric acid and then diluting to 100 ml. with water), the addition of the Jones reagent being effected while the solution is cooled by an ice water bath. Upon completion ... The reactants are C(C)(=O)NC=1C=C2C=CC=NC2=C(N1)Br (6-acetamido-8-bromo-1,7-naphthyridine), N1(CCNCC1)CCO (1-piperazine ethanol), resultant mixture. Run in C(C)OC(C)O (ethoxyethanol), C(C)OC(C)O (ethoxyethanol). Conditions: time 45 minute. The product is C(C)(=O)NC=1C=C2C=CC=NC2=C(N1)N1CCN(CC1)CCO (6-acetamido-8-[4-(2-hydroxyethyl)-1-piperazinyl]-1,7-naphthyridine), yellowish crystals. The yield is 82.5%. RXN SMILES: [C:1]([NH:4][C:5]1[CH:6]=[C:7]2[C:12](=[C:13](Br)[N:14]=1)[N:11]=[CH:10][CH:9]=[CH:8]2)(=[O:3])[CH3:2].[N:16]1([CH2:22][CH2:23][OH:24])[CH2:21][CH2:20][NH:19][CH2:18][CH2:17]1>C(OC(O)C)C>[C:1]([NH:4][C:5]1[CH:6]=[C:7]2[C:12](=[C:13]([N:19]3[CH2:20][CH2:21][N:16]([CH2:22][CH2:23][OH:24])[CH2:17][CH2:18]3)[N:14]=1)[N:11]=[CH:10][CH:9]=[CH:8]2)(=[O:3])[CH3:2]. Reported procedure: To a mixture of 2.66 g of 6-acetamido-8-bromo-1,7-naphthyridine and 6.51 g of 1-piperazine ethanol, 180 ml of ethoxyethanol was added. The resultant mixture was refluxed with stirring for 45 minutes. After the reaction, ethoxyethanol was distilled off under reduced pressure and chloroform was added to the residue. After thoroughly washing the chloroform solution with water, it was dried with anhydrous magnesium sulfate. Chloroform was distilled off under reduced pressure and the residue was puri... Yields the product COC(CC1=CNC2=NC=C(C=C21)C=2C=NN(C2)C)=O ([5-(1-Methyl-1H-pyrazol-4-yl)-1H-pyrrolo[2,3-b]pyridin-3-yl]-acetic acid methyl ester). Reaction SMILES: [CH3:1][N:2]1[CH:6]=[C:5]([C:7]2[CH:8]=[C:9]3[C:15]([CH2:16][C:17]([OH:19])=[O:18])=[CH:14][NH:13][C:10]3=[N:11][CH:12]=2)[CH:4]=[N:3]1.S(=O)(=O)(O)O.[CH3:25]O>>[CH3:25][O:18][C:17](=[O:19])[CH2:16][C:15]1[C:9]2[C:10](=[N:11][CH:12]=[C:7]([C:5]3[CH:4]=[N:3][N:2]([CH3:1])[CH:6]=3)[CH:8]=2)[NH:13][CH:14]=1. Procedure details: [5-(1-Methyl-1H-pyrazol-4-yl)-1H-pyrrolo[2,3-b]pyridin-3-yl]-acetic acid (200 mg, 0.78 mmol) was suspended in Methanol (4 mL). Next, sulfuric acid (125 uL) was added and the solution was heated to reflux for 2 hours. The solution was concentrated under vacuum and the crude material was dissolved in dichloromethane, transferred to a separatory funnel and washed with sat. NaHCO3 (aq). The organic layer was dried over Na2SO4 and concentrated down. The crude product was purified by flash chromatogra... Yield: 70.0%. The reactants are CN1N=CC(=C1)C=1C=C2C(=NC1)NC=C2CC(=O)O ([5-(1-Methyl-1H-pyrazol-4-yl)-1H-pyrrolo[2,3-b]pyridin-3-yl]-acetic acid), S(O)(O)(=O)=O (sulfuric acid), CO (Methanol). The reactants are COC1=C(C=C(C=C1)[C@H]1[C@H](CCCC1)[N+](=O)[O-])OC ((+/−)-cis-1,2-dimethoxy-4-(2-nitrocyclohexyl)benzene), C(C)(=O)O (acetic acid). The reagents and catalysts are [Zn] (zinc). Run in C(C)O (ethanol). Yields the product COC1=C(C=C(C=C1)[C@H]1[C@H](CCCC1)N)OC ((+/−)-cis-1,2-Dimethoxy-4-(2-aminocyclohexyl)benzene). Yield: 88.4%. As a reaction SMILES: [CH3:1][O:2][C:3]1[CH:8]=[CH:7][C:6]([C@@H:9]2[CH2:14][CH2:13][CH2:12][CH2:11][C@@H:10]2[N+:15]([O-])=O)=[CH:5][C:4]=1[O:18][CH3:19].C(O)(=O)C>C(O)C.[Zn]>[CH3:1][O:2][C:3]1[CH:8]=[CH:7][C:6]([C@@H:9]2[CH2:14][CH2:13][CH2:12][CH2:11][C@@H:10]2[NH2:15])=[CH:5][C:4]=1[O:18][CH3:19]. Procedure: 125 g of (+/−)-cis-1,2-dimethoxy-4-(2-nitrocyclohexyl)benzene and 120 g of zinc powder or granules are suspended in 1300 ml of ethanol. 220 ml of acetic acid are added dropwise at boiling heat. The precipitate is filtered off with suction and washed with ethanol, and the filtrate is concentrated under reduced pressure. The residue is taken up in hydrochloric acid and extracted with toluene. The aqueous phase is rendered alkaline using 50% strength sodium hydroxide solution, the precipitate is fi... Starting materials: O=C(Nc1cnn(Cc2csc(CO)n2)c1)OCc1ccccc1Cl, N#N, O=[Mn]=O. Yields the product O=Cc1nc(Cn2cc(NC(=O)OCc3ccccc3Cl)cn2)cs1. RXN SMILES: [Cl:3][c:4]1[c:5]([CH2:6][O:7][C:8]([NH:9][c:10]2[cH:11][n:12][n:13]([CH2:15][c:16]3[n:17][c:18]([CH2:21][OH:22])[s:19][cH:20]3)[cH:14]2)=[O:23])[cH:24][cH:25][cH:26][cH:27]1.[N:1]#[N:2].[O:28]=[Mn:29]=[O:30]>>[Cl:3][c:4]1[c:5]([CH2:6][O:7][C:8]([NH:9][c:10]2[cH:11][n:12][n:13]([CH2:15][c:16]3[n:17][c:18]([CH:21]=[O:22])[s:19][cH:20]3)[cH:14]2)=[O:23])[cH:24][cH:25][cH:26][cH:27]1.